From a dataset of the Open Reaction Database (ORD), a public repository of structured organic reaction records. describe an organic reaction: reactants, conditions, products, and yield Reactants: ClCCCOC1=CC=C(C=C1)C=1N=C2N(C=CC=C2C)C1 (2-(4-chloropropoxyphenyl)-8-methylimidazo[1,2-a]pyridine), C22H27N3O, N1CCCCC1 (piperidine), C(CCC)NCCCC (dibutylamine). Yields the product N1(CCCCC1)CCCOC1=CC=C(C=C1)C=1N=C2N(C=CC=C2C)C1 (2-(4-Piperidinopropoxyphenyl)-8-methylimidazo[1,2-a]pyridine). As a reaction SMILES: Cl[CH2:2][CH2:3][CH2:4][O:5][C:6]1[CH:11]=[CH:10][C:9]([C:12]2[N:13]=[C:14]3[C:19]([CH3:20])=[CH:18][CH:17]=[CH:16][N:15]3[CH:21]=2)=[CH:8][CH:7]=1.[NH:22]1[CH2:27][CH2:26][CH2:25][CH2:24][CH2:23]1.C(NCCCC)CCC>>[N:22]1([CH2:2][CH2:3][CH2:4][O:5][C:6]2[CH:11]=[CH:10][C:9]([C:12]3[N:13]=[C:14]4[C:19]([CH3:20])=[CH:18][CH:17]=[CH:16][N:15]4[CH:21]=3)=[CH:8][CH:7]=2)[CH2:27][CH2:26][CH2:25][CH2:24][CH2:23]1. Reported procedure: This compound was prepared according to the procedure described in Example 1 of U.S. Pat. No. 4,727,145 or J. Med. Chem. 188, 31, 2221 et seq., above using 2-(4-chloropropoxyphenyl)-8-methylimidazo[1,2-a]pyridine and piperidine instead of 2-(4-chloropropoxyphenyl)-imidazo[1,2-a]pyridine and dibutylamine respectively. Analysis: Calc'd for C22H27N3O 3HCl 1H2O; C, 6.76; H, 55.41; N, 8.81. Found: C, 6.63; H, 55.02; N, 8.55. Starting materials: C1(=CC=CC=C1)[C@H](C)O ((S)-1-phenylethanol), [Ru] (ruthenium), [Ru].[Cl-].[NH4+].C1(=CC=CC=C1)[C@@H]([C@@H](NCCCCC1=CC(=CC=C1)C)C1=CC=CC=C1)NS(=O)(=O)C1=CC=C(C=C1)C (N-[(1S,2S)-1,2-diphenyl-2-(4-(3-methylphenyl)butylamino)-et hyl]-4-methylbenzenesulfonamide ammonium chloride ruthenium), C(C)(=O)C1=CC=CC=C1 (acetophenone). Solvent: C(C)N(CC)CC.C(=O)O (formic acid-triethylamine). Reaction conditions: time 5 hour. Yields the product [Ru].[Cl-].[NH4+].C1(=CC=CC=C1)[C@@H]([C@@H](NCCCCC1=CC=C(C=C1)C)C1=CC=CC=C1)NS(=O)(=O)C1=CC=C(C=C1)C (N-[(1S,2S)-1,2-diphenyl-2-(4-(4-methylphenyl)butylamino)-ethyl]-4-methylbenzenesulfonamide ammonium chloride ruthenium). As a reaction SMILES: [Ru:1].[Ru].[Cl-:3].[NH4+].[C:5]1([C@H:11]([NH:31][S:32]([C:35]2[CH:40]=[CH:39][C:38]([CH3:41])=[CH:37][CH:36]=2)(=[O:34])=[O:33])[C@H:12]([C:25]2[CH:30]=[CH:29][CH:28]=[CH:27][CH:26]=2)[NH:13][CH2:14][CH2:15][CH2:16][CH2:17][C:18]2[CH:23]=[CH:22][CH:21]=[C:20](C)[CH:19]=2)[CH:10]=[CH:9][CH:8]=[CH:7][CH:6]=1.[C:42](C1C=CC=CC=1)(=O)C.C1([C@@H](O)C)C=CC=CC=1>C(N(CC)CC)C.C(O)=O>[Ru:1].[Cl-:3].[NH4+:13].[C:5]1([C@H:11]([NH:31][S:32]([C:35]2[CH:36]=[CH:37][C:38]([CH3:41])=[CH:39][CH:40]=2)(=[O:33])=[O:34])[C@H:12]([C:25]2[CH:30]=[CH:29][CH:28]=[CH:27][CH:26]=2)[NH:13][CH2:14][CH2:15][CH2:16][CH2:17][C:18]2[CH:19]=[CH:20][C:21]([CH3:42])=[CH:22][CH:23]=2)[CH:10]=[CH:9][CH:8]=[CH:7][CH:6]=1 |f:1.2.3.4,7.8,9.10.11.12|. Reported procedure: In a 25-ml Schlenk tube, 4.9 mg (0.00339 mmol, S/C=1000) of the ruthenium dimer complex produced in Example 5, acetophenone (0.82 g, 6.86 mmol), and 3.4 ml of a formic acid-triethylamine (5:2) azeotrope were mixed with each other, and the reaction was allowed to proceed at 60° C. for 5 hours. GC analysis of the reaction liquid showed that (S)-1-phenylethanol was formed with a conversion of 98.9% and 96.6% ee. RXN SMILES: [C:1]([CH3:2])([CH3:3])([CH3:4])[c:5]1[c:6]2[c:11]([cH:12][cH:13][cH:14]1)[C:10]([NH2:15])([O:16][SiH:17]([c:18]1[cH:19][cH:20][cH:21][cH:22][cH:23]1)[c:24]1[cH:25][cH:26][cH:27][cH:28][cH:29]1)[CH2:9][CH2:8][CH2:7]2.[C:55]([BH3-:56])#[N:57].[CH3:30][c:31]1[cH:32][cH:33][c:34](-[c:37]2[n:38][c:39]([C:49]([CH2:50][CH2:51][CH:52]=[O:54])=[O:53])[o:40][c:41]2-[c:42]2[cH:43][cH:44][c:45]([CH3:48])[cH:46][cH:47]2)[cH:35][cH:36]1.[CH3:61][C:62](=[O:63])[OH:64].[CH3:65][OH:66].[K+:60].[Na+:58].[OH-:59]>>[C:1]([CH3:2])([CH3:3])([CH3:4])[c:5]1[c:6]2[c:11]([cH:12][cH:13][cH:14]1)[C:10]([N:15]1[CH:49]([c:39]3[n:38][c:37](-[c:34]4[cH:33][cH:32][c:31]([CH3:30])[cH:36][cH:35]4)[c:41](-[c:42]4[cH:43][cH:44][c:45]([CH3:48])[cH:46][cH:47]4)[o:40]3)[CH2:50][CH2:51][CH2:52]1)([O:16][SiH:17]([c:18]1[cH:19][cH:20][cH:21][cH:22][cH:23]1)[c:24]1[cH:25][cH:26][cH:27][cH:28][cH:29]1)[CH2:9][CH2:8][CH2:7]2. Starting materials: CC(C)(C)c1cccc2c1CCCC2(N)O[SiH](c1ccccc1)c1ccccc1, [BH3-]C#N, Cc1ccc(-c2nc(C(=O)CCC=O)oc2-c2ccc(C)cc2)cc1, CC(=O)O, CO, [K+], [Na+], [OH-]. Yields the product Cc1ccc(-c2nc(C3CCCN3C3(O[SiH](c4ccccc4)c4ccccc4)CCCc4c(C(C)(C)C)cccc43)oc2-c2ccc(C)cc2)cc1. The reactants are [Cl-].[NH4+] (ammonium chloride), C(C1=CC=CC=C1)O[C@H](C=O)[C@@H]1OC2(OC1)CCCCC2 (α(S)-benzyloxy-1,4-dioxaspiro[4,5]decane-2(R)-acetaldehyde), solution, C1(=CC=CC=C1)[Mg]Cl (phenylmagnesium chloride). The solvent is C(C)OCC (diethyl ether), O1CCCC1 (tetrahydrofuran). Run at temperature -5 celsius, time 2 hour. Product: C(C1=CC=CC=C1)O[C@H](C(O)C1=CC=CC=C1)[C@@H]1OC2(OC1)CCCCC2 (β(R)-benzyloxy-α(RS)-phenyl-1,4-dioxaspiro[4,5]decane-2(R)-ethanol). As a reaction SMILES: [CH2:1]([O:8][C@@H:9]([C@H:12]1[CH2:16][O:15][C:14]2([CH2:21][CH2:20][CH2:19][CH2:18][CH2:17]2)[O:13]1)[CH:10]=[O:11])[C:2]1[CH:7]=[CH:6][CH:5]=[CH:4][CH:3]=1.[C:22]1([Mg]Cl)[CH:27]=[CH:26][CH:25]=[CH:24][CH:23]=1.[Cl-].[NH4+]>C(OCC)C.O1CCCC1>[CH2:1]([O:8][C@@H:9]([C@H:12]1[CH2:16][O:15][C:14]2([CH2:21][CH2:20][CH2:19][CH2:18][CH2:17]2)[O:13]1)[CH:10]([C:22]1[CH:27]=[CH:26][CH:25]=[CH:24][CH:23]=1)[OH:11])[C:2]1[CH:3]=[CH:4][CH:5]=[CH:6][CH:7]=1 |f:2.3|. Reported procedure: A solution of 4.30 g (0.015 mmol) of α(S)-benzyloxy-1,4-dioxaspiro[4,5]decane-2(R)-acetaldehyde in 50 ml of anhydrous diethyl ether was cooled to -8° C. and 15 ml of a 2M solution of phenylmagnesium chloride in tetrahydrofuran were added dropwise over a period of 1 hour. The mixture was stirred at -5° C. for 2 hours, then allowed to warm to room temperature and poured into 50 ml of 10% ammonium chloride solution. The mixture was extracted twice with 100 ml of ethyl acetate each time. The ethyl a... Starting materials: CCOC(C)=O, O=S(=O)(Cl)c1cc(Cl)c(Cl)s1, CC(C)CCn1c(=O)c(C2=NS(=O)(=O)c3cc(N)ccc3N2)c(O)c2cccnc21, c1ccncc1. Product: CC(C)CCn1c(=O)c(C2=NS(=O)(=O)c3cc(NS(=O)(=O)c4cc(Cl)c(Cl)s4)ccc3N2)c(O)c2cccnc21. As a reaction SMILES: [CH3:48][CH2:49][O:50][C:51](=[O:52])[CH3:53].[Cl:31][c:32]1[s:33][c:34]([S:38](=[O:39])(=[O:40])[Cl:41])[cH:35][c:36]1[Cl:37].[NH2:1][c:2]1[cH:3][c:4]2[c:5]([cH:29][cH:30]1)[NH:6][C:7]([c:12]1[c:13](=[O:28])[n:14]([CH2:23][CH2:24][CH:25]([CH3:26])[CH3:27])[c:15]3[n:16][cH:17][cH:18][cH:19][c:20]3[c:21]1[OH:22])=[N:8][S:9]2(=[O:10])=[O:11].[cH:42]1[cH:43][cH:44][n:45][cH:46][cH:47]1>>[NH:1]([c:2]1[cH:3][c:4]2[c:5]([cH:29][cH:30]1)[NH:6][C:7]([c:12]1[c:13](=[O:28])[n:14]([CH2:23][CH2:24][CH:25]([CH3:26])[CH3:27])[c:15]3[n:16][cH:17][cH:18][cH:19][c:20]3[c:21]1[OH:22])=[N:8][S:9]2(=[O:10])=[O:11])[S:38]([c:34]1[s:33][c:32]([Cl:31])[c:36]([Cl:37])[cH:35]1)(=[O:39])=[O:40]. The reactants are CCOc1cccc(Cc2ncc(C=O)c3cc(OCCCBr)c(OC)cc23)c1, CCOC(C)=O, CCCCCC, O=[Se]=O. Product: CCOc1cccc(C(=O)c2ncc(C=O)c3cc(OCCCBr)c(OC)cc23)c1. As a reaction SMILES: [Br:1][CH2:2][CH2:3][CH2:4][O:5][c:6]1[cH:7][c:8]2[c:9]([CH:28]=[O:29])[cH:10][n:11][c:12]([CH2:18][c:19]3[cH:20][c:21]([O:25][CH2:26][CH3:27])[cH:22][cH:23][cH:24]3)[c:13]2[cH:14][c:15]1[O:16][CH3:17].[C:39]([O:40][CH2:41][CH3:42])(=[O:43])[CH3:44].[CH3:33][CH2:34][CH2:35][CH2:36][CH2:37][CH3:38].[Se:30](=[O:31])=[O:32]>>[Br:1][CH2:2][CH2:3][CH2:4][O:5][c:6]1[cH:7][c:8]2[c:9]([CH:28]=[O:29])[cH:10][n:11][c:12]([C:18]([c:19]3[cH:20][c:21]([O:25][CH2:26][CH3:27])[cH:22][cH:23][cH:24]3)=[O:31])[c:13]2[cH:14][c:15]1[O:16][CH3:17]. Starting materials: ( 0.149 ), O[C@H]1CC2CC[C@H]3[C@@H]4CC[C@H]([C@@H](CCC=O)C)[C@]4([C@H](C[C@@H]3[C@]2(CC1)C)O)C (3α,12α-dihydroxy-24-cholanal), diformate, C(=O)(OC)C=P(C1=CC=CC=C1)(C1=CC=CC=C1)C1=CC=CC=C1 (carbomethoxymethylene triphenylphosphorane). Solvent: C1=CC=CC=C1 (benzene). The product is C1(=CC=CC=C1)P(C1=CC=CC=C1)(C1=CC=CC=C1)=O (triphenylphosphine oxide). As a reaction SMILES: [OH:1][C@@H]1CC[C@@]2(C)C(CC[C@@H]3[C@@H]2C[C@H](O)[C@@]2(C)[C@H]3CC[C@@H]2[C@H](C)CCC=O)C1.C(C=[P:33]([C:46]1[CH:51]=[CH:50][CH:49]=[CH:48][CH:47]=1)([C:40]1[CH:45]=[CH:44][CH:43]=[CH:42][CH:41]=1)[C:34]1[CH:39]=[CH:38][CH:37]=[CH:36][CH:35]=1)(OC)=O>C1C=CC=CC=1>[C:46]1([P:33](=[O:1])([C:40]2[CH:41]=[CH:42][CH:43]=[CH:44][CH:45]=2)[C:34]2[CH:35]=[CH:36][CH:37]=[CH:38][CH:39]=2)[CH:51]=[CH:50][CH:49]=[CH:48][CH:47]=1. Procedure details: A solution of 64.8 g of (0.149) of 3α,12α-dihydroxy-24-cholanal, diformate and 55 g (10% excess) of carbomethoxymethylene triphenylphosphorane 12 in 250 ml of dry benzene was refluxed for 6 hr. The solvent was then removed under reduced pressure and the residue treated with 400 ml of a 3:1 solution of hexane-ether. The resulting precipitate was filtered to give 39 g of crude triphenylphosphine oxide. The filtrate was concentrated, dissolved in a minimum of benzene and washed through 600 g of sil... Starting materials: C1CCC2=NCCCN2CC1 (DBU), C1(=CC=CC=C1)COC(CN1CCN(CCN(CCN(CC1)CC(=O)OCC1=CC=CC=C1)CC(=O)OCC1=CC=CC=C1)CC(=O)O)=O (1,4,7,10-tetraazacyclododecane-1,4,7,10-tetraacetic acid tris(phenylmethyl)ester), BrCC(=O)N(CCCCCCCCCCCCCCCCCC)CCCCCCCCCCCCCCCCCC (2-Bromo-N,N-dioctadecylacetamide). The solvent is C1(=CC=CC=C1)C (toluene), C1(=CC=CC=C1)C (toluene). Product: C1(=CC=CC=C1)COC(CN1CCN(CCN(CCN(CC1)CC(=O)OCC(=O)N(CCCCCCCCCCCCCCCCCC)CCCCCCCCCCCCCCCCCC)CC(=O)OCC1=CC=CC=C1)CC(=O)OCC1=CC=CC=C1)=O (10-[2-[2-(Dioctadecylamino)-2-oxoethoxy]-2-oxoethyl]-1,4,7,10-tetraazacyclododecane-1,4,7-triacetic acid tris-(phenylmethyl)ester). Isolated yield 68.0%. RXN SMILES: C1CCN2C(=NCCC2)CC1.[C:12]1([CH2:18][O:19][C:20](=[O:60])[CH2:21][N:22]2[CH2:33][CH2:32][N:31]([CH2:34][C:35]([O:37][CH2:38][C:39]3[CH:44]=[CH:43][CH:42]=[CH:41][CH:40]=3)=[O:36])[CH2:30][CH2:29][N:28]([CH2:45][C:46]([O:48][CH2:49][C:50]3[CH:55]=[CH:54][CH:53]=[CH:52][CH:51]=3)=[O:47])[CH2:27][CH2:26][N:25]([CH2:56][C:57]([OH:59])=[O:58])[CH2:24][CH2:23]2)[CH:17]=[CH:16][CH:15]=[CH:14][CH:13]=1.Br[CH2:62][C:63]([N:65]([CH2:84][CH2:85][CH2:86][CH2:87][CH2:88][CH2:89][CH2:90][CH2:91][CH2:92][CH2:93][CH2:94][CH2:95][CH2:96][CH2:97][CH2:98][CH2:99][CH2:100][CH3:101])[CH2:66][CH2:67][CH2:68][CH2:69][CH2:70][CH2:71][CH2:72][CH2:73][CH2:74][CH2:75][CH2:76][CH2:77][CH2:78][CH2:79][CH2:80][CH2:81][CH2:82][CH3:83])=[O:64]>C1(C)C=CC=CC=1>[C:12]1([CH2:18][O:19][C:20](=[O:60])[CH2:21][N:22]2[CH2:23][CH2:24][N:25]([CH2:56][C:57]([O:59][CH2:62][C:63]([N:65]([CH2:66][CH2:67][CH2:68][CH2:69][CH2:70][CH2:71][CH2:72][CH2:73][CH2:74][CH2:75][CH2:76][CH2:77][CH2:78][CH2:79][CH2:80][CH2:81][CH2:82][CH3:83])[CH2:84][CH2:85][CH2:86][CH2:87][CH2:88][CH2:89][CH2:90][CH2:91][CH2:92][CH2:93][CH2:94][CH2:95][CH2:96][CH2:97][CH2:98][CH2:99][CH2:100][CH3:101])=[O:64])=[O:58])[CH2:26][CH2:27][N:28]([CH2:45][C:46]([O:48][CH2:49][C:50]3[CH:51]=[CH:52][CH:53]=[CH:54][CH:55]=3)=[O:47])[CH2:29][CH2:30][N:31]([CH2:34][C:35]([O:37][CH2:38][C:39]3[CH:40]=[CH:41][CH:42]=[CH:43][CH:44]=3)=[O:36])[CH2:32][CH2:33]2)[CH:13]=[CH:14][CH:15]=[CH:16][CH:17]=1. Reported procedure: DBU (820 μL; 5.5 mmol) was added to a suspension of 1,4,7,10-tetraazacyclododecane-1,4,7,10-tetraacetic acid tris(phenylmethyl)ester (prepared according to Step E3 of Example 17) (3.71 g; 5.5 mmol) in toluene (350 mL) obtaining a clear solution, then 2-bromo-N,N-dioctadecylacetamide (prepared according to Example 5, Step A) (3.9 g; 6.05 mmol) dissolved in toluene (50 mL) was added dropwise. After 2 h the reaction mixture was filtered and the solvent was evaporated. The crude was suspended in CH3... Starting materials: ClC1=C(C=CC(=C1Cl)OC)C(CC(C)C)=O (2',3'-dichloro-4'-methoxyisovalerophenone), C=O (paraformaldehyde), Cl.CNC (dimethylamine hydrochloride), C(C)(=O)O (acetic acid), ice water, crude product. The solvent is CN(C)C=O (DMF), C1=CC=CC=C1 (benzene). Product: C=C(C(=O)C1=C(C(=C(C=C1)OC)Cl)Cl)C(C)C (2-Methylene-2',3'-dichloro-4'-methoxyisovalerophenone). RXN SMILES: [Cl:1][C:2]1[C:7]([Cl:8])=[C:6]([O:9][CH3:10])[CH:5]=[CH:4][C:3]=1[C:11](=[O:16])[CH2:12][CH:13]([CH3:15])[CH3:14].C=O.Cl.[CH3:20]NC.C(O)(=O)C>C1C=CC=CC=1.CN(C=O)C>[CH2:20]=[C:12]([CH:13]([CH3:14])[CH3:15])[C:11]([C:3]1[CH:4]=[CH:5][C:6]([O:9][CH3:10])=[C:7]([Cl:8])[C:2]=1[Cl:1])=[O:16] |f:2.3|. Procedure: A stirred mixture of 2',3'-dichloro-4'-methoxyisovalerophenone (261.6 g., 1.0 mole), paraformaldehyde (75.0 g., 2.5 mole), dimethylamine hydrochloride (327 g., 4.0 mole) and acetic acid (26 ml.) is heated on a steam bath for 18 hours, treated with DMF (500 ml.), heated an additional three hours, then poured into ice water (1.7 l.). The crude product which separates is dissolved in benzene (600 ml.) and dried over sodium sulfate. Evaporation of the benzene affords 237 g. of 2-methylene-2',3'-dich... Reactants: 0.0, FC=1C=C(C=CC1N1CCN(CC1)[C@H]1CNCC1)N1C(O[C@H](C1)CNC(C)=O)=O (N-{(5S)-3-[3-fluoro-4-(4-{(3R)-pyrrolidin-3-yl}-piperazin-1-yl)-phenyl]-2-oxo-oxazolidin-5-ylmethyl}-acetamide), ClC1=C(C=C2C(C(=CN(C2=N1)C1CC1)C(=O)O)=O)F (7-chloro-1-cyclopropyl-6-fluoro-1,4-dihydro-4-oxo-[1,8]naphthyridine-3-carboxylic acid). Yields the product C(C)(=O)NC[C@H]1CN(C(O1)=O)C1=CC(=C(C=C1)N1CCN(CC1)[C@H]1CN(CC1)C1=C(C=C2C(C(=CN(C2=N1)C1CC1)C(=O)O)=O)F)F (7-[(3R)-3-(4-{4[(5S)-5-(Acetylamino-methyl)-2-oxo-oxazolidin-3-yl]-2-fluoro-phenyl}-piperazin-1-yl)-pyrrolidin-1-yl]-1-cyclopropyl-6-fluoro-4-oxo-1,4-dihydro-[1,8]naphthyridine-3-carboxylic Acid). As a reaction SMILES: [F:1][C:2]1[CH:3]=[C:4]([N:19]2[CH2:23][C@H:22]([CH2:24][NH:25][C:26](=[O:28])[CH3:27])[O:21][C:20]2=[O:29])[CH:5]=[CH:6][C:7]=1[N:8]1[CH2:13][CH2:12][N:11]([C@@H:14]2[CH2:18][CH2:17][NH:16][CH2:15]2)[CH2:10][CH2:9]1.Cl[C:31]1[N:40]=[C:39]2[C:34]([C:35](=[O:47])[C:36]([C:44]([OH:46])=[O:45])=[CH:37][N:38]2[CH:41]2[CH2:43][CH2:42]2)=[CH:33][C:32]=1[F:48]>>[C:26]([NH:25][CH2:24][C@@H:22]1[O:21][C:20](=[O:29])[N:19]([C:4]2[CH:5]=[CH:6][C:7]([N:8]3[CH2:13][CH2:12][N:11]([C@@H:14]4[CH2:18][CH2:17][N:16]([C:31]5[N:40]=[C:39]6[C:34]([C:35](=[O:47])[C:36]([C:44]([OH:46])=[O:45])=[CH:37][N:38]6[CH:41]6[CH2:43][CH2:42]6)=[CH:33][C:32]=5[F:48])[CH2:15]4)[CH2:10][CH2:9]3)=[C:2]([F:1])[CH:3]=2)[CH2:23]1)(=[O:28])[CH3:27]. Procedure details: This compound was synthesized in analogy to the procedure described in Example 19 using 0.0 90 g N-{(5S)-3-[3-fluoro-4-(4-{(3R)-pyrrolidin-3-yl}-piperazin-1-yl)-phenyl]-2-oxo-oxazolidin-5-ylmethyl}-acetamide (0.22 mmol) and 7-chloro-1-cyclopropyl-6-fluoro-1,4-dihydro-4-oxo-[1,8]naphthyridine-3-carboxylic acid (0.22 mmol).